Dataset: the Open Reaction Database (ORD), a public repository of structured organic reaction records. Task: describe an organic reaction: reactants, conditions, products, and yield The reactants are ClC1=C(C#N)C=C(C=C1)Cl (2,5-dichlorobenzonitrile), N1CCNCC1 (piperazine). The solvent is CN(C)C=O (DMF). Conditions: temperature 100 celsius, time 4.5 hour. Product: ClC=1C=CC(=C(C#N)C1)N1CCNCC1 (5-chloro-2-(piperazin-1-yl)benzonitrile). The yield is 20.5%. Reaction SMILES: Cl[C:2]1[CH:9]=[CH:8][C:7]([Cl:10])=[CH:6][C:3]=1[C:4]#[N:5].[NH:11]1[CH2:16][CH2:15][NH:14][CH2:13][CH2:12]1>CN(C=O)C>[Cl:10][C:7]1[CH:8]=[CH:9][C:2]([N:11]2[CH2:16][CH2:15][NH:14][CH2:13][CH2:12]2)=[C:3]([CH:6]=1)[C:4]#[N:5]. Reported procedure: A mixture of 2,5-dichlorobenzonitrile (Lancaster; 2.994 g), piperazine (Aldrich; 7.616 g), and DMF (10 mL) is stirred for 4.5 h at 100° C. After cooling, the DMF is removed under reduced pressure and the residue is partitioned between dichloromethane and saturated aq. sodium bicarbonate. The organic layers are dried with MgSO4 and concentrated under reduced pressure. The residue is chromatographed on silica gel using methanol/dichloromethane (8/92) and the appropriate fractions are combined and ... Reactants: ClC1=C/C(/NC2=CC=CC=C12)=C/1\C(=NNC1=O)CC ((Z)-4-(4-chloroquinolin-2(1H)-ylidene)-3-ethyl-1H-pyrazol-5(4H)-one), C(C)(=O)NC1=CC=C(C=C1)S (4-acetamidothiophenol), C22H20N4O2S. Product: C(C)C/1=NNC(\C1=C\1/NC2=CC=CC=C2C(=C1)SC1=CC=C(C=C1)NC(C)=O)=O ((Z)—N-(4-(2-(3-ethyl-5-oxo-1H-pyrazol-4(5H)-ylidene)-1,2-dihydroquinolin-4-ylthio)phenyl)acetamide). As a reaction SMILES: Cl[C:2]1[C:11]2[C:6](=[CH:7][CH:8]=[CH:9][CH:10]=2)[NH:5]/[C:4](=[C:12]2/[C:13]([CH2:18][CH3:19])=[N:14][NH:15][C:16]/2=[O:17])/[CH:3]=1.[C:20]([NH:23][C:24]1[CH:29]=[CH:28][C:27]([SH:30])=[CH:26][CH:25]=1)(=[O:22])[CH3:21]>>[CH2:18]([C:13]1=[N:14][NH:15][C:16](=[O:17])/[C:12]/1=[C:4]1\[NH:5][C:6]2[C:11]([C:2]([S:30][C:27]3[CH:26]=[CH:25][C:24]([NH:23][C:20](=[O:22])[CH3:21])=[CH:29][CH:28]=3)=[CH:3]\1)=[CH:10][CH:9]=[CH:8][CH:7]=2)[CH3:19]. Procedure: The title compound was prepared from (Z)-4-(4-chloroquinolin-2(1H)-ylidene)-3-ethyl-1H-pyrazol-5(4H)-one and 4-acetamidothiophenol using the procedure described in Example 6. 1H NMR (400 MHz, DMSO-D6) δ ppm 0.82 (t, J=7.45 Hz, 3H) 2.06-2.16 (s, 3H) 2.17-2.25 (m, 2H) 6.63 (s, 1H) 7.57 (t, J=7.96 Hz, 1H) 7.67 (d, J=8.59 Hz, 2H) 7.78-7.89 (m, 4H) 8.08 (d, J=8.34 Hz, 1H) 10.32 (s, 1H); ESI-MS: m/z calc'd for C22H20N4O2S 404.13. found 405.2 (M+H)+. Reaction SMILES: Cl.[Cl:2]C1C=C(C=CC=1)OC1C=C(C=CC=1OC)CC1C=CC(NS(C)(=O)=O)=NC=1.[Cl:30][C:31]1[CH:32]=[C:33]([CH:51]=[CH:52][CH:53]=1)[O:34][C:35]1[CH:36]=[C:37]([CH:46]=[CH:47][C:48]=1[O:49][CH3:50])[CH2:38][C:39]1[CH:40]=[CH:41][C:42]([NH2:45])=[N:43][CH:44]=1.CS(Cl)(=O)=O>N1C=CC=CC=1>[ClH:2].[Cl:30][C:31]1[CH:32]=[C:33]([CH:51]=[CH:52][CH:53]=1)[O:34][C:35]1[CH:36]=[C:37]([CH:46]=[CH:47][C:48]=1[O:49][CH3:50])[CH2:38][C:39]1[CH:40]=[CH:41][C:42]([NH2:45])=[N:43][CH:44]=1 |f:0.1,5.6|. The solvent is N1=CC=CC=C1 (pyridine). Product: Cl.ClC=1C=C(OC=2C=C(CC=3C=CC(=NC3)N)C=CC2OC)C=CC1 (5-[3-(3-Chloro-phenoxy)-4-methoxy-benzyl]-pyridin-2-ylamine HCl salt). Yield: 38.0%. Procedure: N-{5-[3-(3-Chloro-phenoxy)-4-methoxy-benzyl]-pyridin-2-yl}-methanesulfonamide HCl salt, P-09. To a 25 mL vial which contained 5-[3-(3-chloro-phenoxy)-4-methoxy-benzyl]-pyridin-2-ylamine P-05 (170 mg, 0.5 mmol) in pyridine (8 mL) was added methanesulfonyl chloride (144 mg, 1.3 mmol) at rt. The mixture was stirred at rt for 24 h. The mixture was poured into 50 mL ice-water and extracted with ethyl acetate, washed with water 1 N HCl, brine, and dried over Na2SO4. After it was concentrated in vacuo,... Reaction conditions: time 24 hour. The reactants are Cl.ClC=1C=C(OC=2C=C(CC=3C=CC(=NC3)NS(=O)(=O)C)C=CC2OC)C=CC1 (N-{5-[3-(3-Chloro-phenoxy)-4-methoxy-benzyl]-pyridin-2-yl}-methanesulfonamide HCl salt), ice water, CS(=O)(=O)Cl (methanesulfonyl chloride), ClC=1C=C(OC=2C=C(CC=3C=CC(=NC3)N)C=CC2OC)C=CC1 (5-[3-(3-chloro-phenoxy)-4-methoxy-benzyl]-pyridin-2-ylamine). Yields the product CC(=O)C1=CC(=CC=C1)C(F)(F)F (3-trifluoromethylacetophenone). Procedure details: Under nitrogen, 297 g of water and 246 g of hydrobromic acid (48% strength) were initially charged, and 80 g of 3-trifluoromethylaniline were introduced. The suspension that formed was stirred and cooled to −6° C. Over a period of 30 minutes, 37 g of sodium nitrite dissolved in 78 g of water were now added dropwise, and the mixture was stirred for another 30 minutes. The solution that had formed was subsequently, at 30° C., metered into an initial charge of 6 g of copper sulphate pentahydrate di... Conditions: temperature -6 celsius, time 30 minute. Isolated yield 47.1%. Starting materials: Br (hydrobromic acid), C(C)=NO (acetaldoxime), FC(C=1C=C(N)C=CC1)(F)F (3-trifluoromethylaniline), N(=O)[O-].[Na+] (sodium nitrite). As a reaction SMILES: Br.[F:2][C:3]([F:12])([F:11])[C:4]1[CH:5]=[C:6]([CH:8]=[CH:9][CH:10]=1)N.N([O-])=[O:14].[Na+].[CH:17](=NO)[CH3:18]>O.O.O.O.O.O.S([O-])([O-])(=O)=O.[Cu+2]>[CH3:18][C:17]([C:6]1[CH:8]=[CH:9][CH:10]=[C:4]([C:3]([F:12])([F:11])[F:2])[CH:5]=1)=[O:14] |f:2.3,6.7.8.9.10.11.12|. The solvent is O (water), O (water), O (water). Reagents/catalysts: O.O.O.O.O.S(=O)(=O)([O-])[O-].[Cu+2] (copper sulphate pentahydrate). Reactants: CCC(NC(Cc1ccc2c(c1)OCC(c1cccc(OCc3ccc(Cl)c(Cl)c3)c1)O2)C(=O)OC)c1ccccc1, [Na+], O=C([O-])O, C1COCCO1, O=C(O)C(F)(F)F. The product is CCC(c1ccccc1)N1Cc2cc3c(cc2CC1C(=O)OC)OCC(c1cccc(OCc2ccc(Cl)c(Cl)c2)c1)O3. Reaction SMILES: [CH3:1][O:2][C:3]([CH:4]([CH2:5][c:6]1[cH:7][c:8]2[c:9]([cH:30][cH:31]1)[O:10][CH:11]([c:14]1[cH:15][c:16]([O:20][CH2:21][c:22]3[cH:23][c:24]([Cl:29])[c:25]([Cl:28])[cH:26][cH:27]3)[cH:17][cH:18][cH:19]1)[CH2:12][O:13]2)[NH:32][CH:33]([CH2:34][CH3:35])[c:36]1[cH:37][cH:38][cH:39][cH:40][cH:41]1)=[O:42].[Na+:54].[O-:50][C:51]([OH:52])=[O:53].[O:55]1[CH2:56][CH2:57][O:58][CH2:59][CH2:60]1.[OH:43][C:44]([C:45]([F:46])([F:47])[F:48])=[O:49]>>[CH3:1][O:2][C:3]([CH:4]1[CH2:5][c:6]2[cH:7][c:8]3[c:9]([cH:30][c:31]2[CH2:44][N:32]1[CH:33]([CH2:34][CH3:35])[c:36]1[cH:37][cH:38][cH:39][cH:40][cH:41]1)[O:10][CH:11]([c:14]1[cH:15][c:16]([O:20][CH2:21][c:22]2[cH:23][c:24]([Cl:29])[c:25]([Cl:28])[cH:26][cH:27]2)[cH:17][cH:18][cH:19]1)[CH2:12][O:13]3)=[O:42]. Starting materials: C(C)(=O)SCC(C(=O)NCCC(=O)OCC)CC1=CC=CC=C1 ((±)-3-[[2-[(Acetylthio)methyl]-1-oxo-3-phenylpropyl]amino]propanoic acid, ethyl ester), ice methanol, [OH-].[Na+] (sodium hydroxide), (±)-3-[[2-(mercaptomethyl)-1-oxo- -phenylpropyl]amino]propanoic acid, [OH-].[Na+] (sodium hydroxide), C1(=CC=CC=C1)C.C(C)(=O)O (toluene acetic acid). Solvent: CO (methanol). Run at time 3 hour. The product is SCC(C(=O)NCCC(=O)O)CC1=CC=CC=C1 ((±)-3-[[2-(Mercaptomethyl)-1-oxo-3-phenylpropyl]amino]propanoic acid). RXN SMILES: C([S:4][CH2:5][CH:6]([CH2:17][C:18]1[CH:23]=[CH:22][CH:21]=[CH:20][CH:19]=1)[C:7]([NH:9][CH2:10][CH2:11][C:12]([O:14]CC)=[O:13])=[O:8])(=O)C.[OH-].[Na+].C1(C)C=CC=CC=1.C(O)(=O)C>CO>[SH:4][CH2:5][CH:6]([CH2:17][C:18]1[CH:19]=[CH:20][CH:21]=[CH:22][CH:23]=1)[C:7]([NH:9][CH2:10][CH2:11][C:12]([OH:14])=[O:13])=[O:8] |f:1.2,3.4|. Procedure: A solution of the product from part (a) (1.02 g., 3.02 mmole) in methanol (6 ml.) is chilled (ice/methanol) and to it, under nitrogen, is added 1N sodium hydroxide (6.35 ml.) over 15 minutes. The mixture is stirred for 3 hours while warming to room temperature (TLC indicates incomplete reaction), and additional 1N sodium hydroxide (3.0 ml.) is added in one portion. After stirring for an additional 3 hours at room temperature, the mixture is concentrated to approximately 1/2 volume in vacuo, and ... Reactants: CO, ClCCl, Cl, CC(C)(C)OC(=O)N1CCC(c2csc(Nc3ncc(Sc4ccnc5ccsc45)cc3Oc3ccccc3)n2)CC1, C1COCCO1. Yields the product c1ccc(Oc2cc(Sc3ccnc4ccsc34)cnc2Nc2nc(C3CCNCC3)cs2)cc1. As a reaction SMILES: [CH3:43][OH:44].[Cl:46][CH2:47][Cl:48].[ClH:45].[O:1]([c:2]1[cH:3][cH:4][cH:5][cH:6][cH:7]1)[c:8]1[c:9]([NH:24][c:25]2[s:26][cH:27][c:28]([CH:30]3[CH2:31][CH2:32][N:33]([C:36]([O:37][C:38]([CH3:39])([CH3:40])[CH3:41])=[O:42])[CH2:34][CH2:35]3)[n:29]2)[n:10][cH:11][c:12]([S:14][c:15]2[c:16]3[c:17]([n:18][cH:19][cH:20]2)[cH:21][cH:22][s:23]3)[cH:13]1.[O:49]1[CH2:50][CH2:51][O:52][CH2:53][CH2:54]1>>[O:1]([c:2]1[cH:3][cH:4][cH:5][cH:6][cH:7]1)[c:8]1[c:9]([NH:24][c:25]2[s:26][cH:27][c:28]([CH:30]3[CH2:31][CH2:32][NH:33][CH2:34][CH2:35]3)[n:29]2)[n:10][cH:11][c:12]([S:14][c:15]2[c:16]3[c:17]([n:18][cH:19][cH:20]2)[cH:21][cH:22][s:23]3)[cH:13]1. Starting materials: C(C)OC(=O)C(C(C)=O)C1=C(C(=O)O)C=CC=C1 (2-(1-ethoxycarbonyl-2-oxo-propyl)-benzoic acid), NC1=CC=CC=C1 (aniline). Reaction conditions: temperature 150 celsius. The product is C(C)OC(=O)C1=C(N(C(C2=CC=CC=C12)=O)C1=CC=CC=C1)C (3-Methyl-1-oxo-2-phenyl-1,2-dihydro-isoquinoline-4-carboxylic acid ethyl ester). The yield is 93.1%. As a reaction SMILES: [CH2:1]([O:3][C:4]([CH:6]([C:10]1[CH:18]=[CH:17][CH:16]=[CH:15][C:11]=1[C:12]([OH:14])=O)[C:7](=O)[CH3:8])=[O:5])[CH3:2].[NH2:19][C:20]1[CH:25]=[CH:24][CH:23]=[CH:22][CH:21]=1>>[CH2:1]([O:3][C:4]([C:6]1[C:10]2[C:11](=[CH:15][CH:16]=[CH:17][CH:18]=2)[C:12](=[O:14])[N:19]([C:20]2[CH:25]=[CH:24][CH:23]=[CH:22][CH:21]=2)[C:7]=1[CH3:8])=[O:5])[CH3:2]. Procedure details: A mixture of 2-(1-ethoxycarbonyl-2-oxo-propyl)-benzoic acid (7.6 g, 30.4 mmol) and aniline (10 ml, 108 mmol) was flushed with argon, sealed in the Emrys process vial and heated at 150° C. for 15 min under microwave irradiation. The volatiles were removed in vacuo and the obtained residue was partitioned between ethyl acetate (100 ml) and 2M HCl (100 ml). The organic layer was washed with brine (2×20 ml), dried (Na2SO4) and evaporated to give 8.7 g of brown oil that solidified. The obtained crude...